This data is from the Open Reaction Database (ORD), a public repository of structured organic reaction records. The task is: describe an organic reaction: reactants, conditions, products, and yield The solvent is C(C)#N (acetonitrile). Starting materials: ClC=1OC2=C(N1)C=C(C=C2)S(=O)(=O)CC (2-chloro-5-ethanesulfonyl-benzoxazole), C(C)(C)(C)OC(=O)N1CCNCC1 (piperazine-1-carboxylic acid tert-butyl ester), C([O-])([O-])=O.[K+].[K+] (potassium carbonate). Procedure: A mixture of 8.1 mmol of 2-chloro-5-ethanesulfonyl-benzoxazole, 8.3 mmol piperazine-1-carboxylic acid tert-butyl ester and 9.8 mmol of potassium carbonate in 20 ml of acetonitrile was refluxed for 16 hours. The reaction mixture was cooled, concentrated in vacuo and treated with 50 ml water. Extraction with ethyl acetate and recrystallisation from a concentrated ethyl acetate solution yielded the title compound as a brownish solid. The product is C(C)(C)(C)OC(=O)N1CCN(CC1)C=1OC2=C(N1)C=C(C=C2)S(=O)(=O)CC (4-(5-Ethanesulfonyl-benzoxazol-2-yl)-piperazine-1-carboxylic acid tert.-butyl Ester). As a reaction SMILES: Cl[C:2]1[O:3][C:4]2[CH:10]=[CH:9][C:8]([S:11]([CH2:14][CH3:15])(=[O:13])=[O:12])=[CH:7][C:5]=2[N:6]=1.[C:16]([O:20][C:21]([N:23]1[CH2:28][CH2:27][NH:26][CH2:25][CH2:24]1)=[O:22])([CH3:19])([CH3:18])[CH3:17].C(=O)([O-])[O-].[K+].[K+]>C(#N)C>[C:16]([O:20][C:21]([N:23]1[CH2:28][CH2:27][N:26]([C:2]2[O:3][C:4]3[CH:10]=[CH:9][C:8]([S:11]([CH2:14][CH3:15])(=[O:13])=[O:12])=[CH:7][C:5]=3[N:6]=2)[CH2:25][CH2:24]1)=[O:22])([CH3:19])([CH3:17])[CH3:18] |f:2.3.4|. Starting materials: COC1CC(C(CC1)=O)CC(=O)C1=CC=CC=C1 (4-methoxy-2-phenacylcyclohexanone), NC1=CC=C(C(C(=O)O)=C1)O (5-aminosalicylic acid), crystals. Solvent: C(C)(=O)O (acetic acid). Yields the product C(=O)(O)C=1C=C(C=CC1O)N1C(=CC=2CC(CCC12)OC)C1=CC=CC=C1 (1-(3-carboxy-4-hydroxyphenyl)-5-methoxy-2-phenyl-4,5,6,7-tetrahydroindole). Reaction SMILES: [CH3:1][O:2][CH:3]1[CH2:8][CH2:7][C:6](=O)[CH:5]([CH2:10][C:11]([C:13]2[CH:18]=[CH:17][CH:16]=[CH:15][CH:14]=2)=O)[CH2:4]1.[NH2:19][C:20]1[CH:28]=[C:24]([C:25]([OH:27])=[O:26])[C:23]([OH:29])=[CH:22][CH:21]=1>C(O)(=O)C>[C:25]([C:24]1[CH:28]=[C:20]([N:19]2[C:6]3[CH2:7][CH2:8][CH:3]([O:2][CH3:1])[CH2:4][C:5]=3[CH:10]=[C:11]2[C:13]2[CH:18]=[CH:17][CH:16]=[CH:15][CH:14]=2)[CH:21]=[CH:22][C:23]=1[OH:29])([OH:27])=[O:26]. Procedure: A mixture of 24.6 g. (0.1 mole) of 4-methoxy-2-phenacylcyclohexanone, 15.3 g. (0.1 mole) of 5-aminosalicylic acid, and 80 ml. of glacial acetic acid was heated under reflux for 1.5 hours, filtered, cooled and again filtered. The collected solid was washed with acetic acid and petroleum ether and recrystallized from acetonitrile to provide 22.5 g. (62%) of crystals, m.p. 207°-210°. Reactants: ClCC(=O)C1=CC(=C(C=C1)Cl)S(N)(=O)=O (2,4'-dichloro-3'-sulfamoylacetophenone), C(CC)NC(=S)NCCC (1,3-dipropylthio urea), C(C)OCC (diethyl ether). Solvent: CO (methanol). Conditions: time 30 minute. Yields the product Cl.ClC1=C(C=C(C=C1)C1(N(C(SC1)=NCCC)CCC)O)S(N)(=O)=O (4-(4-Chloro-3-sulfamoylphenyl)-3-propyl-2-propylimino-1,3-thiazolidine-4-ol-hydrochloride). RXN SMILES: [Cl:1][CH2:2][C:3]([C:5]1[CH:10]=[CH:9][C:8]([Cl:11])=[C:7]([S:12](=[O:15])(=[O:14])[NH2:13])[CH:6]=1)=[O:4].[CH2:16]([NH:19][C:20]([NH:22][CH2:23][CH2:24][CH3:25])=[S:21])[CH2:17][CH3:18].C(OCC)C>CO>[ClH:1].[Cl:11][C:8]1[CH:9]=[CH:10][C:5]([C:3]2([OH:4])[CH2:2][S:21][C:20](=[N:19][CH2:16][CH2:17][CH3:18])[N:22]2[CH2:23][CH2:24][CH3:25])=[CH:6][C:7]=1[S:12](=[O:15])(=[O:14])[NH2:13] |f:4.5|. Procedure: 5.3 g of 2,4'-dichloro-3'-sulfamoylacetophenone and 3.2 g of ground 1,3-dipropylthio urea were heated in 45 ml of methanol for 5 minutes to 50° C and stirred for another 30 minutes at room temperature. After pouring the reaction mixture into 120 ml of diethyl ether the end product was obtained as a visquous mass which crystallized under mild heating rapidly with ether. Colorless solid body: melting point: 175° C (decomposition). Starting materials: FC(F)CBr, COc1ccc(-c2cc3c4c(c2)C2CNCCC2N4CCC3)c(C(F)(F)F)c1, N. Product: COc1ccc(-c2cc3c4c(c2)C2CN(CC(F)F)CCC2N4CCC3)c(C(F)(F)F)c1. RXN SMILES: [Br:29][CH2:30][CH:31]([F:32])[F:33].[CH3:1][O:2][c:3]1[cH:4][c:5]([C:25]([F:26])([F:27])[F:28])[c:6](-[c:9]2[cH:10][c:11]3[c:16]4[c:17]([cH:18]2)[CH:19]2[CH:20]([N:15]4[CH2:14][CH2:13][CH2:12]3)[CH2:21][CH2:22][NH:23][CH2:24]2)[cH:7][cH:8]1.[NH3:34]>>[CH3:1][O:2][c:3]1[cH:4][c:5]([C:25]([F:26])([F:27])[F:28])[c:6](-[c:9]2[cH:10][c:11]3[c:16]4[c:17]([cH:18]2)[CH:19]2[CH:20]([N:15]4[CH2:14][CH2:13][CH2:12]3)[CH2:21][CH2:22][N:23]([CH2:30][CH:31]([F:32])[F:33])[CH2:24]2)[cH:7][cH:8]1.